This data is from the Open Reaction Database (ORD), a public repository of structured organic reaction records. The task is: describe an organic reaction: reactants, conditions, products, and yield The reactants are O=C1CCC(=O)N1Br, CCc1ncnc(Sc2ccc(Cl)cc2)c1F, CC(Cl)Cl, CC(C)(C#N)N=NC(C)(C)C#N. Product: CC(Br)c1ncnc(Sc2ccc(Cl)cc2)c1F. As a reaction SMILES: [Br:18][N:19]1[C:20](=[O:21])[CH2:22][CH2:23][C:24]1=[O:25].[Cl:1][c:2]1[cH:3][cH:4][c:5]([S:8][c:9]2[n:10][cH:11][n:12][c:13]([CH2:16][CH3:17])[c:14]2[F:15])[cH:6][cH:7]1.[Cl:38][CH:39]([Cl:40])[CH3:41].[N:26]#[C:27][C:28]([N:29]=[N:30][C:31]([C:32]#[N:33])([CH3:34])[CH3:35])([CH3:36])[CH3:37]>>[Cl:1][c:2]1[cH:3][cH:4][c:5]([S:8][c:9]2[n:10][cH:11][n:12][c:13]([CH:16]([CH3:17])[Br:18])[c:14]2[F:15])[cH:6][cH:7]1. Starting materials: CO, ClCCOc1cccnc1, [NH4+], [OH-]. The product is NCCOc1cccnc1. RXN SMILES: [CH3:13][OH:14].[Cl:1][CH2:2][CH2:3][O:4][c:5]1[cH:6][n:7][cH:8][cH:9][cH:10]1.[NH4+:11].[OH-:12]>>[CH2:2]([CH2:3][O:4][c:5]1[cH:6][n:7][cH:8][cH:9][cH:10]1)[NH2:11]. Starting materials: C1(CCCC1)OC1=C(C=C(C=O)C=C1OC)OC (4-cyclopentyloxy-3,5-dimethoxybenzaldehyde), N=1SN=C2C1C=CC(=C2)C(C(=O)OCC)CC(=O)C2=CC=C(C=C2)OC (ethyl 2-(2,1,3-benzothiadiazol-5-yl)-4-(4-methoxyphenyl)-4-oxobutanoate), N=1SN=C2C1C=CC(=C2)CC(=O)OCC (ethyl 2-(2,1,3-benzothiadiazol-5-yl)acetate), 2′-bromo-4-methoxyacetophenone, C([O-])([O-])=O.[K+].[K+] (potassium carbonate), N=1SN=C2C1C=CC(=C2)CC(=O)OCC (ethyl 2-(2,1,3-benzothiadiazol-5-yl)acetate), NC=1C=C(C=CC1N)CC(=O)OCC (ethyl 3,4-diaminophenylacetate), S(=O)=NC1=CC=CC=C1 (thionylaniline), [Na] (sodium). Product: N=1SN=C2C1C=CC(=C2)C=2C(OC(C2CC2=CC(=C(C(=C2)OC)OC2CCCC2)OC)(C2=CC=C(C=C2)OC)O)=O (3-(2,1,3-Benzothiadiazol-5-yl)-4-(4-cyclopentyloxy-3,5-dimethoxy-benzyl)-5-hydroxy-5-(4-methoxyphenyl)-5H-furan-2-one). The solvent is C(C)(=O)O (acetic acid), CC(=O)C (acetone), C1(=CC=CC=C1)C (toluene), C(C)O (ethanol). Procedure: 0.368 g of 4-cyclopentyloxy-3,5-dimethoxybenzaldehyde (“A”) and 0.52 g of ethyl 2-(2,1,3-benzothiadiazol-5-yl)-4-(4-methoxyphenyl)-4-oxobutanoate, m.p. 89° (obtainable by reaction of 5.5 g of ethyl 2-(2,1,3-benzothiadiazol-5-yl)acetate with 5.5 g of 2′-bromo-4-methoxyacetophenone and 4 g of potassium carbonate in 200 ml of acetone, 18 hours under reflux; ethyl 2-(2,1,3-benzothiadiazol-5-yl)acetate, m.p. 40-41° is obtained by reaction of 24.3 g of ethyl 3,4-diaminophenylacetate and 26.9 ml of thi... RXN SMILES: [CH:1]1([O:6][C:7]2[C:14]([O:15][CH3:16])=[CH:13][C:10]([CH:11]=O)=[CH:9][C:8]=2[O:17][CH3:18])[CH2:5][CH2:4][CH2:3][CH2:2]1.[N:19]1[S:20][N:21]=[C:22]2[CH:27]=[C:26]([CH:28]([CH2:34][C:35]([C:37]3[CH:42]=[CH:41][C:40]([O:43][CH3:44])=[CH:39][CH:38]=3)=[O:36])[C:29]([O:31]CC)=[O:30])[CH:25]=[CH:24][C:23]=12.N1SN=C2C=C(CC(OCC)=O)C=CC=12.C(=O)([O-])[O-].[K+].[K+].NC1C=C(CC(OCC)=O)C=CC=1N.S(=NC1C=CC=CC=1)=O.[Na]>CC(C)=O.C1(C)C=CC=CC=1.C(O)C.C(O)(=O)C>[N:19]1[S:20][N:21]=[C:22]2[CH:27]=[C:26]([C:28]3[C:29](=[O:30])[O:31][C:35]([OH:36])([C:37]4[CH:38]=[CH:39][C:40]([O:43][CH3:44])=[CH:41][CH:42]=4)[C:34]=3[CH2:11][C:10]3[CH:13]=[C:14]([O:15][CH3:16])[C:7]([O:6][CH:1]4[CH2:5][CH2:4][CH2:3][CH2:2]4)=[C:8]([O:17][CH3:18])[CH:9]=3)[CH:25]=[CH:24][C:23]=12 |f:3.4.5,^1:88|. Reactants: BrC=1C(=NC=C(C(=O)NC2=CC=C(C=C2)OC(F)(F)Cl)C1)N1C[C@@H](CC1)O ((R)-5-bromo-N-(4-(chlorodifluoromethoxy)phenyl)-6-(3-hydroxypyrrolidin-1-yl)nicotinamide), COC1=C(C#N)C=C(C=N1)B1OC(C(O1)(C)C)(C)C (2-methoxy-5-(4,4,5,5-tetramethyl-1,3,2-dioxaborolan-2-yl)nicotinonitrile). Product: ClC(OC1=CC=C(C=C1)NC(=O)C=1C=C(C(=NC1)N1C[C@@H](CC1)O)C=1C=NC(=C(C1)C#N)OC)(F)F ((R)—N-(4-(Chlorodifluoromethoxy)phenyl)-5′-cyano-2-(3-hydroxypyrrolidin-1-yl)-6′-methoxy-[3,3′-bipyridine]-5-carboxamide). As a reaction SMILES: Br[C:2]1[C:3]([N:22]2[CH2:26][CH2:25][C@@H:24]([OH:27])[CH2:23]2)=[N:4][CH:5]=[C:6]([CH:21]=1)[C:7]([NH:9][C:10]1[CH:15]=[CH:14][C:13]([O:16][C:17]([Cl:20])([F:19])[F:18])=[CH:12][CH:11]=1)=[O:8].[CH3:28][O:29][C:30]1[N:37]=[CH:36][C:35](B2OC(C)(C)C(C)(C)O2)=[CH:34][C:31]=1[C:32]#[N:33]>>[Cl:20][C:17]([F:19])([F:18])[O:16][C:13]1[CH:14]=[CH:15][C:10]([NH:9][C:7]([C:6]2[CH:21]=[C:2]([C:35]3[CH:36]=[N:37][C:30]([O:29][CH3:28])=[C:31]([C:32]#[N:33])[CH:34]=3)[C:3]([N:22]3[CH2:26][CH2:25][C@@H:24]([OH:27])[CH2:23]3)=[N:4][CH:5]=2)=[O:8])=[CH:11][CH:12]=1. Procedure: The title compound was prepared in an analogous fashion to that described in Example 298 using (R)-5-bromo-N-(4-(chlorodifluoromethoxy)phenyl)-6-(3-hydroxypyrrolidin-1-yl)nicotinamide (Stage 171.1) and 2-methoxy-5-(4,4,5,5-tetramethyl-1,3,2-dioxaborolan-2-yl)nicotinonitrile to afford an off-white powder. UPLC-MS (Condition 11), tR=1.13 min, m/z=516.2/518.2 [M+H]+; 1H-NMR (600 MHz, DMSO-d6) δ ppm 1.67-1.78 (m, 1H) 1.79-1.93 (m, 1H) 2.90 (d, J=11.29 Hz, 1H) 3.19-3.29 (m, 2H) 3.35-3.43 (m, 1H) 4.06... The reactants are C(C)(C)(C)OC(=O)N1CCN(CC1)C1=NC2=CC=C(C=C2C=C1)Cl (4-(6-chloro-quinolin-2-yl)-piperazine-1-carboxylic acid tert.-butyl ester), Cl (hydrochloric acid). The solvent is O1CCOCC1 (dioxane). Yields the product Cl.ClC=1C=C2C=CC(=NC2=CC1)N1CCNCC1 (6-Chloro-2-piperazin-1-yl-quinoline Hydrochloride). Reaction SMILES: C(OC([N:8]1[CH2:13][CH2:12][N:11]([C:14]2[CH:23]=[CH:22][C:21]3[C:16](=[CH:17][CH:18]=[C:19]([Cl:24])[CH:20]=3)[N:15]=2)[CH2:10][CH2:9]1)=O)(C)(C)C.Cl>O1CCOCC1>[ClH:24].[Cl:24][C:19]1[CH:20]=[C:21]2[C:16](=[CH:17][CH:18]=1)[N:15]=[C:14]([N:11]1[CH2:10][CH2:9][NH:8][CH2:13][CH2:12]1)[CH:23]=[CH:22]2 |f:3.4|. Procedure: Prepared in analogy to example 1.6(d) from 4-(6-chloro-quinolin-2-yl)-piperazine-1-carboxylic acid tert.-butyl ester and dioxane saturated with gaseous hydrochloric acid. Solvent: CS(=O)C (dimethyl sulphoxide), CS(=O)C (dimethyl sulphoxide). Reaction SMILES: [C-:1]#[N:2].[Na+].[F:4][C:5]1[CH:6]=[C:7]([C:10]([S:13][C:14]2[CH:19]=[CH:18][CH:17]=[CH:16][CH:15]=2)=[CH:11][CH:12]=1)[CH2:8]Cl>CS(C)=O>[F:4][C:5]1[CH:6]=[C:7]([CH2:8][C:1]#[N:2])[C:10]([S:13][C:14]2[CH:19]=[CH:18][CH:17]=[CH:16][CH:15]=2)=[CH:11][CH:12]=1 |f:0.1|. Product: FC=1C=C(C(=CC1)SC1=CC=CC=C1)CC#N (3-fluoro-6-(phenylthio)-phenylacetonitrile). Procedure details: 18.6 g of sodium cyanide in 222 ml of dimethyl sulphoxide are treated at 50° C with 74 g of 3-fluoro-6-(phenylthio)-benzyl chloride in 75 ml of dimethyl sulphoxide in one portion. The resulting dark solution is stirred at 45°-50° C for 1 hour, subsequently poured on to 1500 ml of ice-water and extracted with ether. The organic phase is washed three times with 500 ml of water each time, dried over sodium sulphate and evaporated. There is obtained 3-fluoro-6-(phenylthio)-phenylacetonitrile as a re... Reactants: ice water, [C-]#N.[Na+] (sodium cyanide), FC=1C=C(CCl)C(=CC1)SC1=CC=CC=C1 (3-fluoro-6-(phenylthio)-benzyl chloride). Reaction conditions: time 1 hour. Starting materials: C(=O)(OC)NC(NC=1C=C(C(=O)C2=CC=CC=C2)C=CC1N)=S (3-(3-carbomethoxythioureido)-4-aminobenzophenone), C1(=CC=CC=C1)N=C=O (phenyl isocyanate). Run in CC(=O)C (acetone). Run at time 8 hour. Yields the product C(=O)(OC)NC(NC=1C=C(C(=O)C2=CC=CC=C2)C=CC1NC(=O)NC1=CC=CC=C1)=S (3-(3-carbomethoxythioureido)-4-(3-phenylureido)benzophenone). The yield is 65.0%. As a reaction SMILES: [C:1]([NH:5][C:6](=[S:23])[NH:7][C:8]1[CH:9]=[C:10]([CH:19]=[CH:20][C:21]=1[NH2:22])[C:11]([C:13]1[CH:18]=[CH:17][CH:16]=[CH:15][CH:14]=1)=[O:12])([O:3][CH3:4])=[O:2].[C:24]1([N:30]=[C:31]=[O:32])[CH:29]=[CH:28][CH:27]=[CH:26][CH:25]=1>CC(C)=O>[C:1]([NH:5][C:6](=[S:23])[NH:7][C:8]1[CH:9]=[C:10]([CH:19]=[CH:20][C:21]=1[NH:22][C:31]([NH:30][C:24]1[CH:29]=[CH:28][CH:27]=[CH:26][CH:25]=1)=[O:32])[C:11]([C:13]1[CH:18]=[CH:17][CH:16]=[CH:15][CH:14]=1)=[O:12])([O:3][CH3:4])=[O:2]. Reported procedure: To a suspension of 3-(3-carbomethoxythioureido)-4-aminobenzophenone (3.0 g.) in acetone (100 ml.) is added phenyl isocyanate (1.08 g.). The reaction mixture is refluxed for 11/2 hours and then allowed to stand at room temperature overnight. The precipitate is collected, washed with ether and dried to afford 2.65 g. (65% yield) of 3-(3-carbomethoxythioureido)-4-(3-phenylureido)benzophenone as a white solid, m.p. 212° C., dec. The reactants are ice H2O, BrC1=CC=C(C=C1)NC(CC(C)=O)=O (N-(4-bromophenyl)-3-oxobutyramide), S(O)(O)(=O)=O (sulfuric acid), O (H2O). Solvent: C(C)(=O)OCC (ethyl acetate). Yields the product BrC=1C=C2C(=CC(NC2=CC1)=O)C (6-Bromo-4-methyl-2-(1H)-quinolinone). Reaction SMILES: [Br:1][C:2]1[CH:7]=[CH:6][C:5]([NH:8][C:9](=[O:14])[CH2:10][C:11](=O)[CH3:12])=[CH:4][CH:3]=1.S(=O)(=O)(O)O.O>C(OCC)(=O)C>[Br:1][C:2]1[CH:7]=[C:6]2[C:5](=[CH:4][CH:3]=1)[NH:8][C:9](=[O:14])[CH:10]=[C:11]2[CH3:12]. Reported procedure: A mixture of 3.00 g (0.0117 moles) of N-(4-bromophenyl)-3-oxobutyramide and 6 ml concentrated sulfuric acid was stirred and heated to 95°-100° C. (H2O bath) for 11/2 hours. The resulting solution was poured onto an ice/H2O mixture to yield a white crystalline product. The crystals were collected and taken up in 200 ml absolute ethanol. The volume was reduced to 150 ml followed by chilling; crystals were isolated (0.71 g 25.6%), mp 292°-299° C. Anal. Calcd. for C10H8BrNO: C, 50.45; H, 3.39; N, 5.... Starting materials: F[B-](F)(F)F, O=C(O)c1ccc(C(=O)N2CC=CC2)c(Br)c1, COCC(N)c1nc2cc(Br)ccc2[nH]1, CCO, CCN(C(C)C)C(C)C, Cl, ClCCl, C1CCOC1, CN(C)C(On1nnc2ccccc21)=[N+](C)C. The product is COCC(NC(=O)c1ccc(C(=O)N2CC=CC2)c(Br)c1)c1nc2cc(Br)ccc2[nH]1. As a reaction SMILES: [B-:18]([F:19])([F:20])([F:21])[F:22].[Br:1][c:2]1[cH:3][c:4]([C:5](=[O:6])[OH:7])[cH:8][cH:9][c:10]1[C:11](=[O:12])[N:13]1[CH2:14][CH:15]=[CH:16][CH2:17]1.[Br:49][c:50]1[cH:51][c:52]2[c:53]([nH:54][c:55]([CH:57]([CH2:58][O:59][CH3:60])[NH2:61])[n:56]2)[cH:62][cH:63]1.[CH2:70]([OH:71])[CH3:72].[CH:40]([N:41]([CH:42]([CH3:43])[CH3:44])[CH2:45][CH3:46])([CH3:47])[CH3:48].[Cl:64].[Cl:73][CH2:74][Cl:75].[O:65]1[CH2:66][CH2:67][CH2:68][CH2:69]1.[n:23]1([O:24][C:25]([N:26]([CH3:27])[CH3:28])=[N+:29]([CH3:30])[CH3:31])[c:32]2[cH:33][cH:34][cH:35][cH:36][c:37]2[n:38][n:39]1>>[Br:1][c:2]1[cH:3][c:4]([C:5](=[O:7])[NH:61][CH:57]([c:55]2[nH:54][c:53]3[c:52]([cH:51][c:50]([Br:49])[cH:63][cH:62]3)[n:56]2)[CH2:58][O:59][CH3:60])[cH:8][cH:9][c:10]1[C:11](=[O:12])[N:13]1[CH2:14][CH:15]=[CH:16][CH2:17]1.